Dataset: the Open Reaction Database (ORD), a public repository of structured organic reaction records. Task: describe an organic reaction: reactants, conditions, products, and yield The reactants are C(C)(=O)NC1=C(C=C(C=C1)O)[N+](=O)[O-] (4-acetamido-3-nitrophenol), ice water, BrCCOC1=CC=CC=C1 (β-bromophenetole), C([O-])([O-])=O.[K+].[K+] (potassium carbonate). Conditions: temperature 110 celsius. Yields the product [N+](=O)([O-])C1=C(N)C=CC(=C1)OCCOC1=CC=CC=C1 (2-nitro-4-(2-phenoxyethoxy)-aniline). RXN SMILES: C([NH:4][C:5]1[CH:10]=[CH:9][C:8]([OH:11])=[CH:7][C:6]=1[N+:12]([O-:14])=[O:13])(=O)C.Br[CH2:16][CH2:17][O:18][C:19]1[CH:24]=[CH:23][CH:22]=[CH:21][CH:20]=1.C(=O)([O-])[O-].[K+].[K+]>>[N+:12]([C:6]1[CH:7]=[C:8]([O:11][CH2:16][CH2:17][O:18][C:19]2[CH:24]=[CH:23][CH:22]=[CH:21][CH:20]=2)[CH:9]=[CH:10][C:5]=1[NH2:4])([O-:14])=[O:13] |f:2.3.4|. Procedure: A mixture of 2.0 g. of 4-acetamido-3-nitrophenol, 2.2 g. of β-bromophenetole, 3 g. of potassium carbonate, and 20 ml. of dimethylformanide is heated under nitrogen for 16 hours at 110° C. The mixture is cooled and poured into ice water. The precipitated solid is collected, washed with water, and dried to give 2-nitro-4-(2-phenoxyethoxy)-aniline. Starting materials: C(C1=CC=CC=C1)B(O)O.C12(C(CCC(C1(C)C)C2)(C)O)O ((+)-pinanediol benzylboronate), C(C)OCC (diethyl ether), ClC(Cl)[Li] (dichloromethyllithium), O1CCCC1 (tetrahydrofuran). Reagents/catalysts: [Cl-].[Zn+2].[Cl-] (zinc chloride). Reaction conditions: time 3.5 hour. Yields the product Cl[C@H](CC1=CC=CC=C1)B(O)OC12C(CCC(C1(C)C)C2)(C)O ((+)-Pinanediol (1S)-1-Chloro-2-phenylethane-1-boronate). RXN SMILES: [CH2:1]([B:8]([OH:10])O)[C:2]1C=CC=CC=1.[C:11]12([OH:22])[CH2:19][CH:15]([C:16]1([CH3:18])[CH3:17])[CH2:14][CH2:13][C:12]2([OH:21])[CH3:20].[Cl:23]C([Li])Cl.O1[CH2:31][CH2:30][CH2:29][CH2:28]1.C(O[CH2:35][CH3:36])C>[Cl-].[Zn+2].[Cl-]>[Cl:23][C@@H:1]([B:8]([O:22][C:11]12[CH2:19][CH:15]([C:16]1([CH3:18])[CH3:17])[CH2:14][CH2:13][C:12]2([OH:21])[CH3:20])[OH:10])[CH2:2][C:36]1[CH:35]=[CH:31][CH:30]=[CH:29][CH:28]=1 |f:0.1,5.6.7|. Reported procedure: ##STR20## The procedure of Example 1 was followed, with 6.75 g (25 mmol) of (+)-pinanediol benzylboronate, 27 mmol of dichloromethyllithium, 30 mL of tetrahydrofuran, 20 mL of diethyl ether, and 1.75 g (12.8 mmol) of anhydrous zinc chloride. NMR analysis indicated that the reaction was complete after 3.5 hr at 20°-25° C. When the petroleum ether extracts were concentrated, the residue crystallized and 7.9 g. (99%) was recovered. The recovered product was shown to be pure (+)-pinanediol (1S)-1-ch... Reactants: O (water), C(=O)([O-])[O-].[K+].[K+] (K2CO3), COC(=O)C1=CC=CC=2NCCOC21 (3,4-dihydro-2H-benzo[1,4]oxazine-8-carboxylic acid methyl ester), CI (methyl iodide). The solvent is CCOC(=O)C (EtOAc), CN(C)C=O (DMF). Reaction conditions: temperature 75 celsius, time 2 hour. Product: COC(=O)C1=CC=CC=2N(CCOC21)C (4-methyl-3,4-dihydro-2H-benzo[1,4]oxazine-8-carboxylic Acid Methyl Ester). Reaction SMILES: [C:1]([O-])([O-])=O.[K+].[K+].[CH3:7][O:8][C:9]([C:11]1[C:20]2[O:19][CH2:18][CH2:17][NH:16][C:15]=2[CH:14]=[CH:13][CH:12]=1)=[O:10].CI.O>CN(C=O)C.CCOC(C)=O>[CH3:7][O:8][C:9]([C:11]1[C:20]2[O:19][CH2:18][CH2:17][N:16]([CH3:1])[C:15]=2[CH:14]=[CH:13][CH:12]=1)=[O:10] |f:0.1.2|. Reported procedure: K2CO3 (4.76 mmol) is added to a solution of 3,4-dihydro-2H-benzo[1,4]oxazine-8-carboxylic acid methyl ester (2.07 mmol) in DMF (3.0 mL). After 30 min methyl iodide (4.14 mmol) is added and the mixture is stirred for 2 h at 75° C. Cold water and EtOAc are added, the layers are separated and the aq. layer is extracted with EtOAc. The combined organic layers are washed with water and brine, dried over MgSO4 and concentrated in vacuo to give a crude product which is used without further purification... Reactants: COC1=CC=C(C=C1)N1C=NC2=C1C=C(C=C2)C2=NN=C(O2)S (5-[1-(4-methoxyphenyl)-1H-benzimidazol-6-yl]-1,3,4-oxadiazole-2-thiol), ClCC=1C=C(C(=O)O)C=CC1 (3-(chloromethyl)benzoic acid). Yields the product COC1=CC=C(C=C1)N1C=NC2=C1C=C(C=C2)C2=NN=C(O2)SCC=2C=C(C(=O)O)C=CC2 (3-[[[5-[1-(4-methoxyphenyl)-1H-benzimidazol-6-yl]-1,3,4-oxadiazol-2-yl]thio]methyl]benzoic acid). The yield is 31.0%. Reaction SMILES: [CH3:1][O:2][C:3]1[CH:8]=[CH:7][C:6]([N:9]2[C:13]3[CH:14]=[C:15]([C:18]4[O:22][C:21]([SH:23])=[N:20][N:19]=4)[CH:16]=[CH:17][C:12]=3[N:11]=[CH:10]2)=[CH:5][CH:4]=1.Cl[CH2:25][C:26]1[CH:27]=[C:28]([CH:32]=[CH:33][CH:34]=1)[C:29]([OH:31])=[O:30]>>[CH3:1][O:2][C:3]1[CH:8]=[CH:7][C:6]([N:9]2[C:13]3[CH:14]=[C:15]([C:18]4[O:22][C:21]([S:23][CH2:25][C:26]5[CH:27]=[C:28]([CH:32]=[CH:33][CH:34]=5)[C:29]([OH:31])=[O:30])=[N:20][N:19]=4)[CH:16]=[CH:17][C:12]=3[N:11]=[CH:10]2)=[CH:5][CH:4]=1. Reported procedure: In the same manner as in Example 1 and using 5-[1-(4-methoxyphenyl)-1H-benzimidazol-6-yl]-1,3,4-oxadiazole-2-thiol instead of 5-(benzothiazol-6-yl)-1,3,4-oxadiazole-2-thiol and 3-(chloromethyl)benzoic acid instead of 3-(trifluoromethyl)benzyl chloride, the title compound (yield 31%) was obtained as colorless crystals. The reactants are [H-].[Al+3].[Li+].[H-].[H-].[H-] (lithium aluminum hydride), [Si]([O-])([O-])([O-])[O-].[Mg+2].[Mg+2] (magnesium silicate), [OH-].[Na+] (sodium hydroxide), ClC=1C=C(C=CC1Cl)N1NC(=CC1)NC=O (N-[1-(3,4-dichlorophenyl)-3-pyrazolin-3-yl]formamide), [H-] (hydride), [Si]([O-])([O-])([O-])[O-].[Mg+2].[Mg+2] (magnesium silicate). Solvent: O (water), CCOCC (ether), O1CCCC1 (tetrahydrofuran), O (water), ClCCl (dichloromethane). Yields the product ClC=1C=C(C=CC1Cl)N1N=C(CC1)NC (1-(3,4-Dichlorophenyl)-3-methylamino-2-pyrazoline). Reaction SMILES: [H-].[Al+3].[Li+].[H-].[H-].[H-].[Cl:7][C:8]1[CH:9]=[C:10]([N:15]2[CH2:19][CH:18]=[C:17]([NH:20][CH:21]=O)[NH:16]2)[CH:11]=[CH:12][C:13]=1[Cl:14].[H-].[OH-].[Na+].[Si]([O-])([O-])([O-])[O-].[Mg+2].[Mg+2]>ClCCl.CCOCC.O.O1CCCC1>[Cl:7][C:8]1[CH:9]=[C:10]([N:15]2[CH2:19][CH2:18][C:17]([NH:20][CH3:21])=[N:16]2)[CH:11]=[CH:12][C:13]=1[Cl:14] |f:0.1.2.3.4.5,8.9,10.11.12|. Procedure: To a stirred solution of 250 ml. of freshly distilled tetrahydrofuran under nitrogen is added cautiously 5.0 g. of lithium aluminum hydride, then 5.0 g. of N-[1-(3,4-dichlorophenyl)-3-pyrazolin-3-yl]formamide is added portionwise and the mixture is refluxed under nitrogen for 6 hours. The reaction mixture is cooled and the excess hydride is decomposed by the cautious dropwise addition of 5.0 ml. of water followed by 5.0 ml. of 15% sodium hydroxide solution and 15 ml. of water. The mixture is fil...